Dataset: the Open Reaction Database (ORD), a public repository of structured organic reaction records. Task: describe an organic reaction: reactants, conditions, products, and yield The reactants are ClCC(=O)NC1=C(C2=C(S1)CCCC2)C(=O)N (2-(2-chloro-acetylamino)-4,5,6,7-tetrahydro-benzo[b]thiophene-3-carboxylic acid amide), [OH-].[Na+] (NaOH). Yields the product OCC=1N=C(C2=C(N1)SC1=C2CCCC1)O (2-hydroxymethyl-5,6,7,8-tetrahydrobenzo[4,5]thieno[2,3-d]pyrimidin-4-ol). Yield: 25.0%. Reaction SMILES: Cl[CH2:2][C:3]([NH:5][C:6]1[S:10][C:9]2[CH2:11][CH2:12][CH2:13][CH2:14][C:8]=2[C:7]=1[C:15]([NH2:17])=[O:16])=O.[OH-:18].[Na+]>>[OH:18][CH2:2][C:3]1[N:17]=[C:15]([OH:16])[C:7]2[C:8]3[CH2:14][CH2:13][CH2:12][CH2:11][C:9]=3[S:10][C:6]=2[N:5]=1 |f:1.2|. Procedure: The 2-(2-chloro-acetylamino)-4,5,6,7-tetrahydro-benzo[b]thiophene-3-carboxylic acid amide (20 g, 0.073 mol) in 150 ml of 1.5M-NaOH solution was refluxed for 4 h. The reaction mixture was cooled and filtered. The filtrate was acidified (pH=5) with dilute hydrochloric acid to give solid material. The solid was filtered, washed with water, and dried to provide 2-hydroxymethyl-5,6,7,8-tetrahydrobenzo[4,5]thieno[2,3-d]pyrimidin-4-ol (4.5 g, 25%) as yellow solid. 1H NMR (400 MHz, DMSO-d6): δ 1.70-1.80... Starting materials: CCOC(=O)c1nc2ccccc2n(Cc2cc(C)no2)c1=O, CCO, [Li+], [OH-], O, O. Yields the product Cc1cc(Cn2c(=O)c(C(=O)O)nc3ccccc32)on1. As a reaction SMILES: [CH3:1][c:2]1[n:3][o:4][c:5]([CH2:7][n:8]2[c:9](=[O:23])[c:10]([C:18](=[O:19])[O:20][CH2:21][CH3:22])[n:11][c:12]3[cH:13][cH:14][cH:15][cH:16][c:17]23)[cH:6]1.[CH3:27][CH2:28][OH:29].[Li+:26].[OH-:25].[OH2:24].[OH2:30]>>[CH3:1][c:2]1[n:3][o:4][c:5]([CH2:7][n:8]2[c:9](=[O:23])[c:10]([C:18](=[O:19])[OH:20])[n:11][c:12]3[cH:13][cH:14][cH:15][cH:16][c:17]23)[cH:6]1.